This data is from the Open Reaction Database (ORD), a public repository of structured organic reaction records. The task is: describe an organic reaction: reactants, conditions, products, and yield Starting materials: FC(C(=O)O)(F)F.C(C)(=O)SC1/C(/CNCC1)=C/C1=CN=NN1CC(=O)OC ((E)-4-(acetylsulfanyl)-3-{[1-(methoxycarbonylmethyl)-1H-1,2,3-triazol-5-yl]methylidene}piperidine hydrogen trifluoroacetate), BrC(C(=O)C1CC1)C1=C(C=CC=C1)F (2-bromo-2-(2-fluorophenyl)-1-cyclopropylethanone), Cl (hydrogen chloride). Run in C(C)N(CC)CC (triethylamine). The product is Cl.C(C)(=O)SC1/C(/CN(CC1)C(C(=O)C1CC1)C1=C(C=CC=C1)F)=C/C1=CN=NN1CC(=O)OC ((E)-4-(Acetylsulfanyl)-1-[2-cyclopropyl-1-(2-fluorophenyl)-2-oxoethyl]-3-{[1-(methoxycarbonylmethyl)-1H-1,2,3-triazol-5-yl]methylidene}piperidine hydrochloride). Yield: 50.0%. RXN SMILES: FC(F)(F)C(O)=O.[C:8]([S:11][CH:12]1[CH2:17][CH2:16][NH:15][CH2:14]/[C:13]/1=[CH:18]\[C:19]1[N:23]([CH2:24][C:25]([O:27][CH3:28])=[O:26])[N:22]=[N:21][CH:20]=1)(=[O:10])[CH3:9].Br[CH:30]([C:36]1[CH:41]=[CH:40][CH:39]=[CH:38][C:37]=1[F:42])[C:31]([CH:33]1[CH2:35][CH2:34]1)=[O:32].[ClH:43]>C(N(CC)CC)C>[ClH:43].[C:8]([S:11][CH:12]1[CH2:17][CH2:16][N:15]([CH:30]([C:36]2[CH:41]=[CH:40][CH:39]=[CH:38][C:37]=2[F:42])[C:31]([CH:33]2[CH2:34][CH2:35]2)=[O:32])[CH2:14]/[C:13]/1=[CH:18]\[C:19]1[N:23]([CH2:24][C:25]([O:27][CH3:28])=[O:26])[N:22]=[N:21][CH:20]=1)(=[O:10])[CH3:9] |f:0.1,5.6|. Procedure details: Following a procedure similar to that described in Example 150-(g), (E)-4-(acetylsulfanyl)-3-{[1-(methoxycarbonylmethyl)-1H-1,2,3-triazol-5-yl]methylidene}piperidine hydrogen trifluoroacetate (1.06 g) was subjected to the reaction with 2-bromo-2-(2-fluorophenyl)-1-cyclopropylethanone and triethylamine and the free base that was obtained by silica gel chromatography was similarly treated with hydrogen chloride to yield the title compound (650 mg, yield: 50%) as a pale yellow amorphous solid. Starting materials: C1=C2C(=CC3=C1C(=O)OC3=O)C(=O)OC2=O (1,2,4,5-Benzenetetracarboxylic dianhydride), [OH-].[NH4+] (ammonium hydroxide), C(C)(C)N(CC)C(C)C (diisopropylethyl amine), O(C1=CC=CC=C1)C=1C=C(CN[C@H]2CCCC3=CC=CC=C23)C=CC1 (N-(3-phenoxybenzyl)-N-[(1S)-1,2,3,4-tetrahydro-1-naphthalenyl]amine). Product: NC(=O)C1=C(C=C(C(=O)O)C(=C1)C(=O)N([C@H]1CCCC2=CC=CC=C12)CC1=CC(=CC=C1)OC1=CC=CC=C1)C(=O)O (4-(aminocarbonyl)-6-({(3-phenoxybenzyl)[(1S)-1,2,3,4-tetrahydro-1-naphthalenyl]amino}carbonyl)isophthalic acid). Isolated yield 21.0%. Reaction SMILES: [CH:1]1[C:6]2[C:7]([O:9][C:10](=[O:11])[C:5]=2[CH:4]=[C:3]2[C:12]([O:14][C:15](=[O:16])[C:2]=12)=[O:13])=[O:8].C([N:20](C(C)C)CC)(C)C.[O:26]([C:33]1[CH:34]=[C:35]([CH:48]=[CH:49][CH:50]=1)[CH2:36][NH:37][C@@H:38]1[C:47]2[C:42](=[CH:43][CH:44]=[CH:45][CH:46]=2)[CH2:41][CH2:40][CH2:39]1)[C:27]1[CH:32]=[CH:31][CH:30]=[CH:29][CH:28]=1.[OH-].[NH4+]>>[NH2:20][C:7]([C:6]1[CH:1]=[C:2]([C:15]([N:37]([CH2:36][C:35]2[CH:48]=[CH:49][CH:50]=[C:33]([O:26][C:27]3[CH:28]=[CH:29][CH:30]=[CH:31][CH:32]=3)[CH:34]=2)[C@@H:38]2[C:47]3[C:42](=[CH:43][CH:44]=[CH:45][CH:46]=3)[CH2:41][CH2:40][CH2:39]2)=[O:16])[C:3]([C:12]([OH:14])=[O:13])=[CH:4][C:5]=1[C:10]([OH:9])=[O:11])=[O:8] |f:3.4|. Procedure: 1,2,4,5-Benzenetetracarboxylic dianhydride (1 mmol), diisopropylethyl amine, N-(3-phenoxybenzyl)-N-[(1S)-1,2,3,4-tetrahydro-1-naphthalenyl]amine and ammonium hydroxide were processed as described in Example 100 to provide the title compounds as a white solid (120 mg, 21% yield). Starting materials: C(C)(=O)N(C(=O)OCOC(CC)=O)C[C@H]1CN(C(O1)=O)C1=CC(=C(C=C1)C1CCS(CC1)(=O)=O)F ((R)-propionic acid (acetyl-{3-[4-(1,1-dioxo-hexahydro-1λ6-thiopyran-4-yl)-3-fluoro-phenyl]-2-oxo-oxazolidin-5-ylmethyl}-carbamoyloxy)-methyl ester), C(OCOC(CC)=O)(=O)Cl (propanoyloxymethyl carbonochloridate). The solvent is ClCCl (dichloromethane). The product is O=S1(CCC(CC1)C1=C(C=C(C=C1)N1C(O[C@H](C1)CNC(=O)OCOC(CC)=O)=O)F)=O ((S)-propionic acid 3-[4-(1,1-dioxo-hexahydro-1λ6-thiopyran-4-yl)-3-fluoro-phenyl]-2-oxo-oxazolidin-5-ylmethylcarbamoyloxymethyl ester). The yield is 75.0%. Reaction SMILES: C([N:4]([CH2:14][C@@H:15]1[O:19][C:18](=[O:20])[N:17]([C:21]2[CH:26]=[CH:25][C:24]([CH:27]3[CH2:32][CH2:31][S:30](=[O:34])(=[O:33])[CH2:29][CH2:28]3)=[C:23]([F:35])[CH:22]=2)[CH2:16]1)[C:5]([O:7][CH2:8][O:9][C:10](=[O:13])[CH2:11][CH3:12])=[O:6])(=O)C.C(Cl)(=O)OCOC(=O)CC>ClCCl>[O:34]=[S:30]1(=[O:33])[CH2:31][CH2:32][CH:27]([C:24]2[CH:25]=[CH:26][C:21]([N:17]3[CH2:16][C@H:15]([CH2:14][NH:4][C:5]([O:7][CH2:8][O:9][C:10](=[O:13])[CH2:11][CH3:12])=[O:6])[O:19][C:18]3=[O:20])=[CH:22][C:23]=2[F:35])[CH2:28][CH2:29]1. Procedure: Following general procedure C, (S)-5-aminomethyl-3-[4-(1,1-dioxo-hexahydro-1λ6-thiopyran-4-yl)-3-fluoro-phenyl]-oxazolidin-2-one (2) (500 mg, 1.5 mmol), dichloromethane (14 mL) and propanoyloxymethyl carbonochloridate (7b) gave the titled product in 75% yield (520.9 mg, 1.10 mmol). 1H NMR (400 MHz, CDCl3): δ 7.48 (dd, 1H), 7.24 (t, 1H), 7.16 (dd, 1H), 5.74 (q, 2H), 5.28 (t, 1H), 3.12-3.18 (m, 4.83 (m, 1H), 4.05 (t, 1H), 3.79 (dd, 1H), 3.67 (ddd, 1H), 3.56 (dt, 1H), 3.12-3.18(m, 4H), 3.10 (dt, 1H... The solvent is CO (methanol). Procedure details: 15 mg (0.1524 mmol) carbamazepine and 20 mg (0.1556 mmol) 1,3,5,7-adamantanetetracarboxylic acid were dissolved in approximately 1 mL methanol or 1 mL ethanol. Slow evaporation of the solvent yields clear plates of a 2:1 carbamazepine/1,3,5,7-adamantanetetracarboxylic acid co-crystal, as shown in FIG. 56A-B. As a reaction SMILES: [CH:1]1[CH:2]=[CH:3][C:4]2[N:15]([C:16]([NH2:18])=[O:17])[C:14]3[CH:13]=[CH:12][CH:11]=[CH:10][C:9]=3[CH:8]=[CH:7][C:5]=2[CH:6]=1.[C:19]12([C:38]([OH:40])=[O:39])[CH2:31][C:23]3([C:32]([OH:34])=[O:33])[CH2:24][C:25]([C:28]([OH:30])=[O:29])([CH2:27][C:21]([C:35]([OH:37])=[O:36])([CH2:22]3)[CH2:20]1)[CH2:26]2.C(O)C>CO>[CH:11]1[CH:12]=[CH:13][C:14]2[N:15]([C:16]([NH2:18])=[O:17])[C:4]3[CH:3]=[CH:2][CH:1]=[CH:6][C:5]=3[CH:7]=[CH:8][C:9]=2[CH:10]=1.[C:21]12([C:35]([OH:37])=[O:36])[CH2:20][C:19]3([C:38]([OH:40])=[O:39])[CH2:26][C:25]([C:28]([OH:30])=[O:29])([CH2:24][C:23]([C:32]([OH:34])=[O:33])([CH2:31]3)[CH2:22]1)[CH2:27]2 |f:4.5|. The product is C=1C=CC2=C(C1)C=CC=3C=CC=CC3N2C(=O)N.C12(CC3(CC(CC(C1)(C3)C(=O)O)(C2)C(=O)O)C(=O)O)C(=O)O (carbamazepine 1,3,5,7-adamantanetetracarboxylic acid). The reactants are C=1C=CC2=C(C1)C=CC=3C=CC=CC3N2C(=O)N (carbamazepine), C12(CC3(CC(CC(C1)(C3)C(=O)O)(C2)C(=O)O)C(=O)O)C(=O)O (1,3,5,7-adamantanetetracarboxylic acid), C(C)O (ethanol). Yield: 76.8%. The solvent is O1CCOCC1 (1,4-dioxan). Product: C(C)(C)(C)OC(=O)N(CCOC=1C=C(C(=O)N(CCCC(=O)O)C2CCCC2)C=C(C1)Cl)C1=CC=NC=C1 (4-({3-[2-(tert-Butoxycarbonyl-pyridin-4-yl-amino)-ethoxy]-5-chloro-benzoyl}-cyclopentyl-amino)-butyric acid). As a reaction SMILES: [OH-].[Na+].C([O:5][C:6](=[O:42])[CH2:7][CH2:8][CH2:9][N:10]([C:16](=[O:41])[C:17]1[CH:22]=[C:21]([Cl:23])[CH:20]=[C:19]([O:24][CH2:25][CH2:26][N:27]([C:34]([O:36][C:37]([CH3:40])([CH3:39])[CH3:38])=[O:35])[C:28]2[CH:33]=[CH:32][N:31]=[CH:30][CH:29]=2)[CH:18]=1)[CH:11]1[CH2:15][CH2:14][CH2:13][CH2:12]1)C.Cl>O1CCOCC1>[C:37]([O:36][C:34]([N:27]([C:28]1[CH:29]=[CH:30][N:31]=[CH:32][CH:33]=1)[CH2:26][CH2:25][O:24][C:19]1[CH:18]=[C:17]([CH:22]=[C:21]([Cl:23])[CH:20]=1)[C:16]([N:10]([CH:11]1[CH2:12][CH2:13][CH2:14][CH2:15]1)[CH2:9][CH2:8][CH2:7][C:6]([OH:42])=[O:5])=[O:41])=[O:35])([CH3:40])([CH3:38])[CH3:39] |f:0.1|. Starting materials: [OH-].[Na+] (sodium hydroxide), C(C)OC(CCCN(C1CCCC1)C(C1=CC(=CC(=C1)Cl)OCCN(C1=CC=NC=C1)C(=O)OC(C)(C)C)=O)=O (4-({3-[2-(tert-butoxycarbonyl-pyridin-4-yl-amino)-ethoxy]-5-chloro-benzoyl}-cyclopentyl-amino)-butyric acid ethyl ester), Cl (hydrochloric acid). Procedure: 2M Aqueous sodium hydroxide (0.33 ml) was added to a stirred solution of 4-({3-[2-(tert-butoxycarbonyl-pyridin-4-yl-amino)-ethoxy]-5-chloro-benzoyl}-cyclopentyl-amino)-butyric acid ethyl ester (0.189 g) in 1,4-dioxan (2 ml). 2M aqueous hydrochloric acid (0.33 ml) was added after 1 h. The reaction mixture was partitioned between ethyl acetate and water. The aqueous layer was removed and the organic phase was dried with brine and over sodium sulphate and then concentrated under reduced pressure to...